Dataset: the Open Reaction Database (ORD), a public repository of structured organic reaction records. Task: describe an organic reaction: reactants, conditions, products, and yield Starting materials: CC1(C)OC(CC#N)CC(CC(=O)N2CCCCC2)O1, CO, [H][H], N. The product is CC1(C)OC(CCN)CC(CC(=O)N2CCCCC2)O1. As a reaction SMILES: [C:1](#[N:2])[CH2:3][CH:4]1[CH2:5][CH:6]([CH2:12][C:13](=[O:14])[N:15]2[CH2:16][CH2:17][CH2:18][CH2:19][CH2:20]2)[O:7][C:8]([CH3:10])([CH3:11])[O:9]1.[CH3:24][OH:25].[H:22][H:23].[NH3:21]>>[CH2:1]([NH2:2])[CH2:3][CH:4]1[CH2:5][CH:6]([CH2:12][C:13](=[O:14])[N:15]2[CH2:16][CH2:17][CH2:18][CH2:19][CH2:20]2)[O:7][C:8]([CH3:10])([CH3:11])[O:9]1. Starting materials: CCO, COC(=O)c1cccc([N+](=O)[O-])c1O, [H][H]. Yields the product COC(=O)c1cccc(N)c1O. As a reaction SMILES: [CH3:17][CH2:18][OH:19].[CH3:1][O:2][C:3]([c:4]1[c:5]([OH:13])[c:6]([N+:10]([O-:11])=[O:12])[cH:7][cH:8][cH:9]1)=[O:14].[H:15][H:16]>>[CH3:1][O:2][C:3]([c:4]1[c:5]([OH:13])[c:6]([NH2:10])[cH:7][cH:8][cH:9]1)=[O:14]. Starting materials: O=C1CCC(C2=CC=CC=C12)NC(C)=O (racemic N-(1,2,3,4-tetrahydro-4-oxo-1-naphthyl)acetamide), CI (methyl iodide), CI (methyl iodide). Reagents/catalysts: [Ag]=O (silver oxide), [Ag]=O (silver oxide). The solvent is O1CCCC1 (tetrahydrofuran). Conditions: time 16 hour. The product is CO[C@@H]1CC[C@H](C2=CC=CC=C12)NC(C)=O (trans-N-(1,2,3,4-tetrahydro-4-methoxy-1-naphthyl)acetamide). As a reaction SMILES: [O:1]=[C:2]1[C:11]2[C:6](=[CH:7][CH:8]=[CH:9][CH:10]=2)[CH:5]([NH:12][C:13](=[O:15])[CH3:14])[CH2:4][CH2:3]1.[CH3:16]I>[Ag]=O.O1CCCC1>[CH3:16][O:1][C@H:2]1[C:11]2[C:6](=[CH:7][CH:8]=[CH:9][CH:10]=2)[C@H:5]([NH:12][C:13](=[O:15])[CH3:14])[CH2:4][CH2:3]1. Procedure details: A mixture of racemic N-(1,2,3,4-tetrahydro-4-oxo-1-naphthyl)acetamide (3.9 g) and 150 ml. tetrahydrofuran (THF) is stirred and 17 ml. of methyl iodide and 24.4 g. of freshly prepared silver oxide are added over a 4-hour period, under a nitrogen atmosphere. After 16 hours, an additional 10 ml. of methyl iodide and 11.4 g. of silver oxide are added over a 4-hour period and stirring is continued for 2 days. The mixture is filtered through a layer of celite and the filter cake washed with THF (2 × 7... Solvent: C1CCOC1 (THF), C1CCOC1 (THF). Reaction SMILES: Br[C:2]1[C:3]([O:10][CH3:11])=[N:4][C:5]([S:8][CH3:9])=[N:6][CH:7]=1.[CH3:12][C:13]([O:16][C:17](/[N:19]=[N:20]/[C:21]([O:23][C:24]([CH3:27])([CH3:26])[CH3:25])=[O:22])=[O:18])([CH3:15])[CH3:14]>C1COCC1>[CH3:11][O:10][C:3]1[C:2]([N:19]([C:17]([O:16][C:13]([CH3:15])([CH3:14])[CH3:12])=[O:18])[NH:20][C:21]([O:23][C:24]([CH3:25])([CH3:26])[CH3:27])=[O:22])=[CH:7][N:6]=[C:5]([S:8][CH3:9])[N:4]=1. Reaction conditions: time 1 hour. Procedure: To a solution of 5-bromo-4-methoxy-2-(methylthio)pyrimidine (25.3 g, 108 mmol) in THF (250 mL) was added under argon isopropylmagnesium chloride LiCl in THF (108 mL, 140 mmol) at 0° C. The mixture was allowed to warm up to rt and stirred for 1 h. di-tert-butylazodicarboxylate (24.8 g, 108 mmol) was added and the mixture was stirred 1 h at rt, quenched by addition of a saturated aqueous solution of ammonium chloride (250 mL) then extracted with EtOAc. The organic layer was washed with a saturated... Starting materials: BrC=1C(=NC(=NC1)SC)OC (5-bromo-4-methoxy-2-(methylthio)pyrimidine), CC(C)(C)OC(=O)/N=N/C(=O)OC(C)(C)C (di-tert-butylazodicarboxylate). Yield: 89.1%. Yields the product COC1=NC(=NC=C1N(NC(=O)OC(C)(C)C)C(=O)OC(C)(C)C)SC (Di-tert-butyl 1-(4-methoxy-2-(methylthio)pyrimidin-5-yl)hydrazine-1,2-dicarboxylate). The reactants are COC(=O)c1ccc(-c2nnc(CS(=O)(=O)CCCc3ccccc3)o2)cc1, [Li+], [OH-]. Product: O=C(O)c1ccc(-c2nnc(CS(=O)(=O)CCCc3ccccc3)o2)cc1. RXN SMILES: [CH3:1][O:2][C:3]([c:4]1[cH:5][cH:6][c:7](-[c:10]2[o:11][c:12]([CH2:15][S:16](=[O:17])(=[O:18])[CH2:19][CH2:20][CH2:21][c:22]3[cH:23][cH:24][cH:25][cH:26][cH:27]3)[n:13][n:14]2)[cH:8][cH:9]1)=[O:28].[Li+:29].[OH-:30]>>[O:2]=[C:3]([c:4]1[cH:5][cH:6][c:7](-[c:10]2[o:11][c:12]([CH2:15][S:16](=[O:17])(=[O:18])[CH2:19][CH2:20][CH2:21][c:22]3[cH:23][cH:24][cH:25][cH:26][cH:27]3)[n:13][n:14]2)[cH:8][cH:9]1)[OH:28].